This data is from the Open Reaction Database (ORD), a public repository of structured organic reaction records. The task is: describe an organic reaction: reactants, conditions, products, and yield Starting materials: COc1ccc(S(=O)(=O)Nc2cc(C(C)(C)O)ccc2Cl)cc1OC, CCN(CC)C(=O)CCl, [K+], [K+], O=C([O-])[O-], CN(C)C=O. Yields the product CCN(CC)C(=O)CN(c1cc(C(C)(C)O)ccc1Cl)S(=O)(=O)c1ccc(OC)c(OC)c1. RXN SMILES: [Cl:1][c:2]1[c:3]([NH:12][S:13](=[O:14])(=[O:15])[c:16]2[cH:17][c:18]([O:24][CH3:25])[c:19]([O:22][CH3:23])[cH:20][cH:21]2)[cH:4][c:5]([C:8]([CH3:9])([CH3:10])[OH:11])[cH:6][cH:7]1.[Cl:26][CH2:27][C:28](=[O:29])[N:30]([CH2:31][CH3:32])[CH2:33][CH3:34].[K+:35].[K+:36].[O-:37][C:38]([O-:39])=[O:40].[O:41]=[CH:42][N:43]([CH3:44])[CH3:45]>>[Cl:1][c:2]1[c:3]([N:12]([S:13](=[O:14])(=[O:15])[c:16]2[cH:17][c:18]([O:24][CH3:25])[c:19]([O:22][CH3:23])[cH:20][cH:21]2)[CH2:27][C:28](=[O:29])[N:30]([CH2:31][CH3:32])[CH2:33][CH3:34])[cH:4][c:5]([C:8]([CH3:9])([CH3:10])[OH:11])[cH:6][cH:7]1.